Dataset: the Open Reaction Database (ORD), a public repository of structured organic reaction records. Task: describe an organic reaction: reactants, conditions, products, and yield Reactants: CCN=C=NCCCN(C)C, ClCCl, Cl, O=C(O)Cc1cc(F)cc(F)c1, NNC(N)=S, Oc1cccc2[nH]nnc12. Product: NC(=S)N(N)C(=O)Cc1cc(F)cc(F)c1. RXN SMILES: [CH2:29]([N:30]=[C:31]=[N:32][CH2:33][CH2:34][CH2:35][N:36]([CH3:37])[CH3:38])[CH3:39].[Cl:40][CH2:41][Cl:42].[ClH:28].[F:1][c:2]1[cH:3][c:4]([CH2:9][C:10](=[O:11])[OH:12])[cH:5][c:6]([F:8])[cH:7]1.[NH2:13][NH:14][C:15](=[S:16])[NH2:17].[OH:18][c:19]1[c:20]2[n:21][n:22][nH:23][c:24]2[cH:25][cH:26][cH:27]1>>[F:1][c:2]1[cH:3][c:4]([CH2:9][C:10](=[O:12])[N:14]([NH2:13])[C:15](=[S:16])[NH2:17])[cH:5][c:6]([F:8])[cH:7]1. The reactants are C(=O)([O-])[C@H](O)[C@@H](O)C(=O)[O-].[Ca+2] (calcium L(+)-tartrate), Cl (hydrochloric acid), C(=O)([O-])[C@H](O)[C@@H](O)C(=O)[O-].[Ca+2] (calcium L(+)-tartrate). The solvent is O (water). The product is C([C@H](O)[C@@H](O)C(=O)O)(=O)O (L(+)-tartaric acid). Isolated yield 89.0%. RXN SMILES: [C:1]([C@@H:4]([C@H:6]([C:8]([O-:10])=[O:9])[OH:7])[OH:5])([O-:3])=[O:2].[Ca+2].Cl>O>[C:8]([OH:10])(=[O:9])[C@@H:6]([C@H:4]([C:1]([OH:3])=[O:2])[OH:5])[OH:7] |f:0.1|. Reported procedure: The culture broth obtained similarly to Example 1 was centrifuged to separate the cells therefrom. The cells were suspended in 200 ml of a 0.05 mol/l phosphate buffer solution adjusted in advance to pH 7.0 and the suspension was again centrifuged to clean the cells. This cleaning was repeated to give a total of three cycles. A 0.5 g portion of the cleaned cells was added to a 100 ml of solution containing 1.0 g of dihydrated calcium hydrogen cis-epoxysuccinate and 0.3 g of calcium carbonate as t...